From a dataset of the Open Reaction Database (ORD), a public repository of structured organic reaction records. describe an organic reaction: reactants, conditions, products, and yield Reactants: C(C)OC(C(=O)OC(C)C)CC1=CC=C(C=C1)O (Isopropyl (2RS) (+/−) 2-ethoxy-3-(4-hydroxyphenyl)propanoate), solution, P(=O)([O-])([O-])[O-] (phosphate), C(C)(=O)[O-] (acetate), enzyme solution. Product: C(C)O[C@H](C(=O)O)CC1=CC=C(C=C1)O.C(C)O[C@@H](C(=O)OC(C)C)CC1=CC=C(C=C1)O ((2S)-2-Ethoxy-3-(4-hydroxyphenyl)propanoic acid Isopropyl (2R)-2-ethoxy-3-(4-hydroxyphenyl)propanoate). Reaction SMILES: [CH2:1]([O:3][CH:4]([CH2:11][C:12]1[CH:17]=[CH:16][C:15]([OH:18])=[CH:14][CH:13]=1)[C:5]([O:7][CH:8]([CH3:10])[CH3:9])=[O:6])[CH3:2].P([O-])([O-])([O-])=O.C([O-])(=O)C>>[CH2:1]([O:3][C@@H:4]([CH2:11][C:12]1[CH:13]=[CH:14][C:15]([OH:18])=[CH:16][CH:17]=1)[C:5]([OH:7])=[O:6])[CH3:2].[CH2:1]([O:3][C@H:4]([CH2:11][C:12]1[CH:17]=[CH:16][C:15]([OH:18])=[CH:14][CH:13]=1)[C:5]([O:7][CH:8]([CH3:10])[CH3:9])=[O:6])[CH3:2] |f:3.4|. Procedure: Isopropyl (2RS) (+/−) 2-ethoxy-3-(4-hydroxyphenyl)propanoate (0.5 ml of a solution containing 2 mg/ml in a phosphate, pH 7; 0.1 M, or acetate buffer, pH 5; 0.1 M) was added to the reaction vessel followed by an enzyme (0.5 ml enzyme solution). The reaction mixture was shaken at room temperature and analysed at different times (maximum 28 h). The reaction mixture was analysed without work up by the gradient HPLC method 1, chiral HPLC methods 3 and 5, and by the CCE method 1. The reactants are COC=1C=CC2=C(N=C(S2)C(=O)O)C1[N+](=O)[O-] (5-methoxy-4-nitro-1,3-benzothiazole-2-carboxylic acid). The solvent is ClCCl (dichloromethane). Run at temperature 60 celsius. The product is COC=1C=CC2=C(N=CS2)C1[N+](=O)[O-] (5-methoxy-4-nitro-1,3-benzothiazole). Yield: 80.0%. RXN SMILES: [CH3:1][O:2][C:3]1[CH:4]=[CH:5][C:6]2[S:10][C:9](C(O)=O)=[N:8][C:7]=2[C:14]=1[N+:15]([O-:17])=[O:16]>ClCCl>[CH3:1][O:2][C:3]1[CH:4]=[CH:5][C:6]2[S:10][CH:9]=[N:8][C:7]=2[C:14]=1[N+:15]([O-:17])=[O:16]. Procedure: 3 g (11.8 mmol) of 5-methoxy-4-nitro-1,3-benzothiazole-2-carboxylic acid is suspended in 200 ml of dichloromethane and heated at 60° C. for 2 hours. The dichloromethane is evaporated off under reduced pressure. 5-methoxy-4-nitro-1,3-benzothiazole is obtained in the form of a beige powder. (m=2 g; yield=80%). Starting materials: BrBr (Bromine), N1CC(NCC2=C1N=CC=C2)=O (1,2,4,5-Tetrahydro-pyrido[2,3-e][1,4]diazepin-3-one), C(C)(=O)O (acetic acid). The solvent is CCCCCC (Hexane). Run at time 8 hour. Yields the product BrC1=CC2=C(NCC(NC2)=O)N=C1 (7-Bromo-1,2,4,5-tetrahydro-pyrido[2,3-e][1,4]diazepin-3-one), solid. The yield is 78.0%. As a reaction SMILES: [NH:1]1[C:7]2[N:8]=[CH:9][CH:10]=[CH:11][C:6]=2[CH2:5][NH:4][C:3](=[O:12])[CH2:2]1.C(O)(=O)C.[Br:17]Br>CCCCCC>[Br:17][C:10]1[CH:9]=[N:8][C:7]2[NH:1][CH2:2][C:3](=[O:12])[NH:4][CH2:5][C:6]=2[CH:11]=1. Reported procedure: 1,2,4,5-Tetrahydro-pyrido[2,3-e][1,4]diazepin-3-one (164 mg, 1.0 mmol) was dissolved into acetic acid (1 mL). Bromine (160 mg, 1.0 mmol) was added dropwise at room temperature and the solution was stirred overnight. Hexane (5 mL) was added and the orange precipitate was filtered and dried in vacuo. The title compound was isolated as an orange solid (190 mg, 78%). 1H NMR (300 MHz, DMSO-d6) δ 8.26 (t, J=5.7 Hz, 1H), 8.06 (d, J=2.1 Hz, 1H), 7.81 (d, J=2.1 Hz, 1H), 4.35 (d, J=5.7 Hz, 2H), 4.08 (s, 2... The reactants are ClC=1C=2C3=C(NC2C(=CC1)F)CCN(C3)C (9-chloro-6-fluoro-2,3,4,5-tetrahydro-2-methyl-1H-pyrido[4,3-b]indole), [H-].[Na+] (sodium hydride), CC1=CC=C(C=C1)S(=O)(=O)OCCC=1C=NC(=CC1)C (2-(6-methylpyridin-3-yl)ethyl 4-methylbenzenesulfonate). Solvent: CN(C)C=O (DMF). Run at temperature 60 celsius, time 30 minute. The product is ClC=1C=2C3=C(N(C2C(=CC1)F)CCC=1C=NC(=CC1)C)CCN(C3)C (9-chloro-6-fluoro-2,3,4,5-tetrahydro-2-methyl-5-(2-(6-methylpyridin-3-yl)ethyl)-1H-pyrido[4,3-b]indole). Reaction SMILES: [Cl:1][C:2]1[C:3]2[C:4]3[CH2:15][N:14]([CH3:16])[CH2:13][CH2:12][C:5]=3[NH:6][C:7]=2[C:8]([F:11])=[CH:9][CH:10]=1.[H-].[Na+].CC1C=CC(S(O[CH2:30][CH2:31][C:32]2[CH:33]=[N:34][C:35]([CH3:38])=[CH:36][CH:37]=2)(=O)=O)=CC=1>CN(C=O)C>[Cl:1][C:2]1[C:3]2[C:4]3[CH2:15][N:14]([CH3:16])[CH2:13][CH2:12][C:5]=3[N:6]([CH2:30][CH2:31][C:32]3[CH:33]=[N:34][C:35]([CH3:38])=[CH:36][CH:37]=3)[C:7]=2[C:8]([F:11])=[CH:9][CH:10]=1 |f:1.2|. Procedure details: To a solution of 9-chloro-6-fluoro-2,3,4,5-tetrahydro-2-methyl-1H-pyrido[4,3-b]indole (500 mg, 2.1 mmol) in DMF (5 mL), sodium hydride (252 mg, 6.3 mmol) was added. After stirring at 60° C. for 30 min., 2-(6-methylpyridin-3-yl)ethyl 4-methylbenzenesulfonate (1.5 g, 5.25 mmol) was added to the reaction mixture and stirred at the same temperature for 1 h. The progress of reaction was monitored by TLC and LCMS. The reaction mixture was quenched with water and extracted with EtOAc. The organic layer... Procedure: To a stirred solution of 111 g of aspartic ester (obtained from Bayer #XP 7059) in 200 g of ethyl acetate were added dropwise 75 g of octyl isocyanate (available from Aldrich). After four days the solvent was evaporated to leave the product which was shown by NMR spectroscopy to be a mixture of the urea addition product and the hydantoin cyclization product (ratio=~1:2). Starting materials: aspartic ester, C(CCCCCCC)N=C=O (octyl isocyanate), N1C(=O)NC(=O)C1 (hydantoin), NC(=O)N (urea). The product is [N-]=C=O.N1C(=O)NC(=O)C1 (hydantoin isocyanate). The solvent is C(C)(=O)OCC (ethyl acetate). RXN SMILES: C([N:9]=[C:10]=[O:11])CCCCCCC.NC(N)=O.[NH:16]1[CH2:22][C:20](=[O:21])[NH:19][C:17]1=[O:18]>C(OCC)(=O)C>[N-:9]=[C:10]=[O:11].[NH:16]1[CH2:22][C:20](=[O:21])[NH:19][C:17]1=[O:18] |f:4.5|. Reaction conditions: time 30 minute. Procedure: 0.90 g (2.80 mmol) TBTU, 0.35 g (2.55 mol) HOBt, 0.49 mL (2.80 mmol) ethyldiisopropylamine was added to a mixture of 1.15 g (2.55 mol) 3-(3,4-dimethyl-phenyl)-2-{[4-(2-oxo-1,4-dihydro-2H-quinazolin-3-yl)-piperidine-1-carbonyl]-amino}-propionic acid and 100 mL THF and the mixture was stirred for 30 min at RT. Then 20 mL DMF was added, the mixture was stirred for 15 min and combined with 0.49 g (2.65 mmol) 1-methyl-4-piperidin-4-yl-piperazine. The reaction mixture was stirred overnight at RT, evap... Reaction SMILES: CN(C(ON1N=NC2C=CC=CC1=2)=[N+](C)C)C.[B-](F)(F)(F)F.C1C=CC2N(O)N=NC=2C=1.C(N(C(C)C)C(C)C)C.[CH3:42][C:43]1[CH:44]=[C:45]([CH2:50][CH:51]([NH:55][C:56]([N:58]2[CH2:63][CH2:62][CH:61]([N:64]3[CH2:73][C:72]4[C:67](=[CH:68][CH:69]=[CH:70][CH:71]=4)[NH:66][C:65]3=[O:74])[CH2:60][CH2:59]2)=[O:57])[C:52]([OH:54])=O)[CH:46]=[CH:47][C:48]=1[CH3:49].[CH3:75][N:76]1[CH2:81][CH2:80][N:79]([CH:82]2[CH2:87][CH2:86][NH:85][CH2:84][CH2:83]2)[CH2:78][CH2:77]1>CN(C=O)C.C1COCC1>[CH3:42][C:43]1[CH:44]=[C:45]([CH:46]=[CH:47][C:48]=1[CH3:49])[CH2:50][CH:51]([NH:55][C:56]([N:58]1[CH2:59][CH2:60][CH:61]([N:64]2[CH2:73][C:68]3[C:67](=[CH:72][CH:71]=[CH:70][CH:69]=3)[NH:66][C:65]2=[O:74])[CH2:62][CH2:63]1)=[O:57])[C:52]([N:85]1[CH2:84][CH2:83][CH:82]([N:79]2[CH2:78][CH2:77][N:76]([CH3:75])[CH2:81][CH2:80]2)[CH2:87][CH2:86]1)=[O:54] |f:0.1|. Solvent: CN(C)C=O (DMF), C1CCOC1 (THF). The reactants are CN1CCN(CC1)C1CCNCC1 (1-methyl-4-piperidin-4-yl-piperazine), CN(C)C(=[N+](C)C)ON1C2=C(C=CC=C2)N=N1.[B-](F)(F)(F)F (TBTU), C=1C=CC2=C(C1)N=NN2O (HOBt), C(C)N(C(C)C)C(C)C (ethyldiisopropylamine), CC=1C=C(C=CC1C)CC(C(=O)O)NC(=O)N1CCC(CC1)N1C(NC2=CC=CC=C2C1)=O (3-(3,4-dimethyl-phenyl)-2-{[4-(2-oxo-1,4-dihydro-2H-quinazolin-3-yl)-piperidine-1-carbonyl]-amino}-propionic acid). Yields the product CC=1C=C(CC(C(=O)N2CCC(CC2)N2CCN(CC2)C)NC(=O)N2CCC(CC2)N2C(NC3=CC=CC=C3C2)=O)C=CC1C (4-(2-oxo-1,4-dihydro-2H-quinazolin-3-yl)-piperidine-1-carboxylic acid {1-(3,4-dimethyl-benzyl)-2-[4-(4-methyl-piperazin-1-yl)-piperidin-1-yl]-2-oxo-ethyl}-amide). The reactants are CC(C)(C)O, C=CCC(Cc1c(C)cc(OCc2ccccc2)cc1C)C(=O)N1C(=O)OCC1Cc1ccccc1, C1CCOC1, [O-][I+3]([O-])([O-])[O-], [Na+], O=[Os](=O)(=O)=O, O. Product: Cc1cc(OCc2ccccc2)cc(C)c1CC(CC=O)C(=O)N1C(=O)OCC1Cc1ccccc1. Reaction SMILES: [C:37]([CH3:38])([CH3:39])([CH3:40])[OH:41].[CH2:1]([c:2]1[cH:3][cH:4][cH:5][cH:6][cH:7]1)[CH:8]1[N:9]([C:14]([CH:15]([CH2:16][CH:17]=[CH2:18])[CH2:19][c:20]2[c:21]([CH3:35])[cH:22][c:23]([O:27][CH2:28][c:29]3[cH:30][cH:31][cH:32][cH:33][cH:34]3)[cH:24][c:25]2[CH3:26])=[O:36])[C:10](=[O:13])[O:11][CH2:12]1.[CH2:48]1[O:49][CH2:50][CH2:51][CH2:52]1.[I+3:42]([O-:43])([O-:44])([O-:45])[O-:46].[Na+:47].[O:54]=[Os:55](=[O:56])(=[O:57])=[O:58].[OH2:53]>>[CH2:1]([c:2]1[cH:3][cH:4][cH:5][cH:6][cH:7]1)[CH:8]1[N:9]([C:14]([CH:15]([CH2:16][CH:17]=[O:41])[CH2:19][c:20]2[c:21]([CH3:35])[cH:22][c:23]([O:27][CH2:28][c:29]3[cH:30][cH:31][cH:32][cH:33][cH:34]3)[cH:24][c:25]2[CH3:26])=[O:36])[C:10](=[O:13])[O:11][CH2:12]1.